This data is from the Open Reaction Database (ORD), a public repository of structured organic reaction records. The task is: describe an organic reaction: reactants, conditions, products, and yield Reactants: S(=O)(=O)(O)[O-].C1(=CC=CC=C1)[I+]C1=CC=CC=C1 (diphenyliodonium hydrogensulfate), C1(=CC=CC=C1)OS(=O)(=O)[O-].C[N+](C)(C)C (tetramethylammonium phenylsulfate). Run in O (water), O (water). Run at time 7 hour. Yields the product C1(=CC=CC=C1)OS(=O)(=O)[O-].C1(=CC=CC=C1)[I+]C1=CC=CC=C1 (diphenyliodonium phenylsulfate). The yield is 35.8%. As a reaction SMILES: S([O-])(O)(=O)=O.[C:6]1([I+:12][C:13]2[CH:18]=[CH:17][CH:16]=[CH:15][CH:14]=2)[CH:11]=[CH:10][CH:9]=[CH:8][CH:7]=1.[C:19]1([O:25][S:26]([O-:29])(=[O:28])=[O:27])[CH:24]=[CH:23][CH:22]=[CH:21][CH:20]=1.C[N+](C)(C)C>O>[C:19]1([O:25][S:26]([O-:29])(=[O:28])=[O:27])[CH:20]=[CH:21][CH:22]=[CH:23][CH:24]=1.[C:13]1([I+:12][C:6]2[CH:7]=[CH:8][CH:9]=[CH:10][CH:11]=2)[CH:14]=[CH:15][CH:16]=[CH:17][CH:18]=1 |f:0.1,2.3,5.6|. Procedure details: 3 g of the crude diphenyliodonium hydrogensulfate are dissolved in 50 ml of water. To the solution is added a solution of 2.35 g of the crude tetramethylammonium phenylsulfate dissolved in 10 ml of water. The mixture is stirred for 7 hours at room temperature. The product is extracted with methylene chloride and the organic layer is washed with water, dried over MgSO4, and concentrated. The residue is purified by recrystallization from 1,2-dichloroethane, yielding 1.29 g of diphenyliodonium phen... Starting materials: C1CCOC1, COC(=O)c1ccc(C(=O)N2CCN(C(=O)OC(C)(C)C)CC2)cc1, CO, [Na+], [OH-]. The product is CC(C)(C)OC(=O)N1CCN(C(=O)c2ccc(C(=O)O)cc2)CC1. RXN SMILES: [CH2:30]1[O:31][CH2:32][CH2:33][CH2:34]1.[CH3:1][O:2][C:3](=[O:4])[c:5]1[cH:6][cH:7][c:8]([C:9](=[O:10])[N:11]2[CH2:12][CH2:13][N:14]([C:17](=[O:18])[O:19][C:20]([CH3:21])([CH3:22])[CH3:23])[CH2:15][CH2:16]2)[cH:24][cH:25]1.[CH3:28][OH:29].[Na+:27].[OH-:26]>>[O:2]=[C:3]([OH:4])[c:5]1[cH:6][cH:7][c:8]([C:9](=[O:10])[N:11]2[CH2:12][CH2:13][N:14]([C:17](=[O:18])[O:19][C:20]([CH3:21])([CH3:22])[CH3:23])[CH2:15][CH2:16]2)[cH:24][cH:25]1. Reactants: O1CCOC2=C1C=CC(=C2)CNC2CCN(CC2)CCN2C(C=CC1=C(C=CC=C21)OCC(=O)NC)=O ((1-(2-(4-((2,3-dihydro-1,4-benzodioxin-6-ylmethyl)amino)piperidin-1-yl)ethyl)-2-oxo-1,2-dihydroquinolin-5-yloxy)-N-methylacetamide), Cl.C(C)(=O)OCC (hydrogen chloride ethyl acetate). The solvent is C(C)(=O)OCC (ethyl acetate). Reaction conditions: time 10 minute. The product is Cl.O1CCOC2=C1C=CC(=C2)CNC2CCN(CC2)CCN2C(C=CC1=C(C=CC=C21)OCC(=O)NC)=O ((1-(2-(4-((2,3-dihydro-1,4-benzodioxin-6-ylmethyl)amino)piperidin-1-yl)ethyl)-2-oxo-1,2-dihydroquinolin-5-yloxy)-N-methylacetamide hydrochloride). As a reaction SMILES: [O:1]1[C:6]2[CH:7]=[CH:8][C:9]([CH2:11][NH:12][CH:13]3[CH2:18][CH2:17][N:16]([CH2:19][CH2:20][N:21]4[C:30]5[C:25](=[C:26]([O:31][CH2:32][C:33]([NH:35][CH3:36])=[O:34])[CH:27]=[CH:28][CH:29]=5)[CH:24]=[CH:23][C:22]4=[O:37])[CH2:15][CH2:14]3)=[CH:10][C:5]=2[O:4][CH2:3][CH2:2]1.[ClH:38].C(OCC)(=O)C>C(OCC)(=O)C>[ClH:38].[O:1]1[C:6]2[CH:7]=[CH:8][C:9]([CH2:11][NH:12][CH:13]3[CH2:14][CH2:15][N:16]([CH2:19][CH2:20][N:21]4[C:30]5[C:25](=[C:26]([O:31][CH2:32][C:33]([NH:35][CH3:36])=[O:34])[CH:27]=[CH:28][CH:29]=5)[CH:24]=[CH:23][C:22]4=[O:37])[CH2:17][CH2:18]3)=[CH:10][C:5]=2[O:4][CH2:3][CH2:2]1 |f:1.2,4.5|. Reported procedure: To 10 mL of an ethyl acetate solution containing 46 mg of (1-(2-(4-((2,3-dihydro-1,4-benzodioxin-6-ylmethyl)amino)piperidin-1-yl)ethyl)-2-oxo-1,2-dihydroquinolin-5-yloxy)-N-methylacetamide, 0.2 mL of 4 mol/L hydrogen chloride/ethyl acetate was added, and stirred at room temperature for 10 min. The resulting solid was filtered to give 40 mg of (1-(2-(4-((2,3-dihydro-1,4-benzodioxin-6-ylmethyl)amino)piperidin-1-yl)ethyl)-2-oxo-1,2-dihydroquinolin-5-yloxy)-N-methylacetamide hydrochloride as a pale ... Reactants: ClC(C(Cl)(F)F)(Cl)F (1,1,2-trichlorotrifluoroethane), C(=C)(Cl)Cl (vinylidene chloride), S(=O)(=O)([O-])OOS(=O)(=O)[O-].[NH4+].[NH4+] (ammonium persulfate), C(=O)[O-].[Na+] (sodium formate), O (water), C(=O)=O.CC(=O)C (dry-ice acetone). Solvent: CN(C)C=O (DMF). Run at time 30 minute. Product: ClC(CC(=O)O)(C(F)(F)Cl)F (3,4-dichloro-3,4,4-trifluorobutanoic acid). As a reaction SMILES: [Cl:1][C:2]([F:8])(Cl)[C:3]([F:6])([F:5])[Cl:4].[C:9](Cl)(Cl)=C.S(OOS([O-])(=O)=O)([O-])(=O)=O.[NH4+].[NH4+].[CH:25]([O-:27])=[O:26].[Na+].O.C(=O)=O.CC(C)=O>CN(C=O)C>[Cl:1][C:2]([F:8])([C:3]([Cl:4])([F:6])[F:5])[CH2:9][C:25]([OH:27])=[O:26] |f:2.3.4,5.6,8.9|. Reported procedure: A mixture of 1,1,2-trichlorotrifluoroethane (X) (9.37 g, 50 mmol), vinylidene chloride (4.85 g, 50 mmol), ammonium persulfate (11.41 g, 50 mmol), sodium formate (3.4 g, 50 mmol) and water (1.8 g, 0.1 mol) in DMF (80 mL.) was stirred (dry-ice/acetone condensor) at room temperature with air bubbling. After 30 min, an aliquot of the reaction mixture was acidified with dilute HCl, extracted with ether and analyzed by GC, which indicated the formation of two products. These products were identified b... Reactants: FCC(C)O (1-fluoropropane-2-ol), N1=CC=CC=C1 (pyridine), NC(C(=O)NC1(CCC1)C(C(NC1=NN(C=C1)C)=O)O)CC1(CCCC1)F (2-Amino-3-(1-fluoro-cyclopentyl)-N-{1-[hydroxy-(1-methyl-1H-pyrazol-3-ylcarbamoyl)-methyl]-cyclobutyl}-propionamide), CCN(C(C)C)C(C)C (DIPEA), C(=O)(Cl)Cl (Phosgene), mixture. The solvent is C(Cl)Cl (DCM), C(Cl)Cl (DCM). Run at temperature 0 celsius. The product is FCC(C)OC(NC(CC1(CCCC1)F)C(NC1(CCC1)C(C(NC1=NN(C=C1)C)=O)O)=O)=O ((2-(1-Fluoro-cyclopentyl)-1-{1-[hydroxy-(1-methyl-1H-pyrazol-3-ylcarbamoyl)-methyl]-cyclobutylcarbamoyl}-ethyl)-carbamic acid 2-fluoro-1-methyl-ethyl ester). As a reaction SMILES: [F:1][CH2:2][CH:3]([OH:5])[CH3:4].N1C=CC=CC=1.[C:12](Cl)(Cl)=[O:13].[NH2:16][CH:17]([CH2:36][C:37]1([F:42])[CH2:41][CH2:40][CH2:39][CH2:38]1)[C:18]([NH:20][C:21]1([CH:25]([OH:35])[C:26](=[O:34])[NH:27][C:28]2[CH:32]=[CH:31][N:30]([CH3:33])[N:29]=2)[CH2:24][CH2:23][CH2:22]1)=[O:19].CCN(C(C)C)C(C)C>C(Cl)Cl>[F:1][CH2:2][CH:3]([O:5][C:12](=[O:13])[NH:16][CH:17]([C:18](=[O:19])[NH:20][C:21]1([CH:25]([OH:35])[C:26](=[O:34])[NH:27][C:28]2[CH:32]=[CH:31][N:30]([CH3:33])[N:29]=2)[CH2:22][CH2:23][CH2:24]1)[CH2:36][C:37]1([F:42])[CH2:38][CH2:39][CH2:40][CH2:41]1)[CH3:4]. Reported procedure: 1-fluoropropane-2-ol (38 mg, 0.48 mmol) and pyridine (39 μL, 0.48 mmol) were dissolved in DCM (1.5 mL), and the mixture was stirred and cooled to 0° C. Phosgene (1.9 M solution in toluene, 232 μL, 0.44 mmol) was added in one portion and the reaction was allowed to warm to rt and was stirred for 3 h during which a white precipitate formed. In a separate flask, the amine 56-b (36 mg, 0.080 mmol) and DIPEA (45 μL, 0.26 mmol) were dissolved in DCM (1 mL) and the mixture was stirred and cooled to 0° ... Reaction SMILES: [CH2:1]([NH:4][C:5]([C:7]1[CH:20]=[CH:19][C:18]2[S:17][C:16]3[C:11](=[CH:12][CH:13]=[CH:14][CH:15]=3)[N:10]([CH:21]([CH3:28])[CH2:22][N:23]3[CH2:27][CH:26]=[CH:25][CH2:24]3)[C:9]=2[CH:8]=1)=S)[CH:2]=[CH2:3].C(O)(=[O:31])C>>[CH2:1]([NH:4][C:5]([C:7]1[CH:20]=[CH:19][C:18]2[S:17][C:16]3[C:11](=[CH:12][CH:13]=[CH:14][CH:15]=3)[N:10]([CH:21]([CH3:28])[CH2:22][N:23]3[CH2:27][CH:26]=[CH:25][CH2:24]3)[C:9]=2[CH:8]=1)=[O:31])[CH:2]=[CH2:3]. Product: C(C=C)NC(=O)C1=CC=2N(C3=CC=CC=C3SC2C=C1)C(CN1CC=CC1)C (N-allyl-10-[1-(2,5-dihydro-1-pyrrolyl)-2-propyl]-2-phenothiazine-carboxamide). Starting materials: C(C=C)NC(=S)C1=CC=2N(C3=CC=CC=C3SC2C=C1)C(CN1CC=CC1)C (N-allyl-10-[1-(2,5-dihydro-1-pyrrolyl)-2-propyl]-2-phenothiazinecarbothioamide), C(C)(=O)O (acetic acid), mercuric acetate, C(C)(=O)O (acetic acid). Reported procedure: The procedure is as described in Example 17, but starting with N-allyl-10-[1-(2,5-dihydro-1-pyrrolyl)-2-propyl]-2-phenothiazinecarbothioamide, L series (1.49 g), in acetic acid (25 cc) and a solution of mercuric acetate (1.16 g) in acetic acid (25 cc). The yellow meringue-like residue (1.27 g) is purified by chromatography on a column (height: 23 cm; diameter: 2.6 cm) of silica gel (0.04-0.63 mm) under a slight excess pressure of nitrogen (40 kPa), eluting with ethyl acetate (1.5 liters) and col... Reported procedure: Iodine monochloride (1.5 g) was added in one portion to a mixture of 3-chloro-4-trifluoromethylaniline (1.7 g), sodium acetate trihydrate (2.2 g), and acetic acid (10 ml) at room temperature. After 30 min aqueous sodium bicarbonate/sodium sulfite was added and the mixture extracted with diethyl ether. The organic phase was dried over Na2SO4, filtered and evaporated. The residue was purified by chromatography (ethyl acetate-hexane) to afford the title compound, 2.2 g. Yields the product ClC=1C(=CC(=C(N)C1)I)C(F)(F)F (5-Chloro-2-iodo-4-(trifluoromethyl)aniline). Starting materials: C([O-])(O)=O.[Na+].S(=O)([O-])[O-].[Na+].[Na+] (sodium bicarbonate sodium sulfite), ICl (Iodine monochloride), ClC=1C=C(N)C=CC1C(F)(F)F (3-chloro-4-trifluoromethylaniline), O.O.O.C(C)(=O)[O-].[Na+] (sodium acetate trihydrate). As a reaction SMILES: [I:1]Cl.[Cl:3][C:4]1[CH:5]=[C:6]([CH:8]=[CH:9][C:10]=1[C:11]([F:14])([F:13])[F:12])[NH2:7].O.O.O.C([O-])(=O)C.[Na+].C(=O)(O)[O-].[Na+].S([O-])([O-])=O.[Na+].[Na+]>C(O)(=O)C>[Cl:3][C:4]1[C:10]([C:11]([F:12])([F:13])[F:14])=[CH:9][C:8]([I:1])=[C:6]([CH:5]=1)[NH2:7] |f:2.3.4.5.6,7.8.9.10.11|. The solvent is C(C)(=O)O (acetic acid). Starting materials: oil, C[Si](CCOCCl)(C)C (2-(Trimethylsilyl)ethoxymethyl chloride), CS(=O)(=O)NC1=C(C(=O)OC)C=CC=C1 (methyl 2-(methylsulfonamido)benzoate), [H-].[Na+] (sodium hydride), oil. Solvent: CN(C=O)C (N,N-dimethylformamide), hexanes, CN(C=O)C (N,N-dimethylformamide). Conditions: temperature 0 celsius, time 25 minute. Yields the product ethyl acetate-hexanes, O=S1(N(C2=C(C(C1)=O)C=CC=C2)COCC[Si](C)(C)C)=O (2,2-Dioxo-1-(2-trimethylsilanyl-ethoxymethyl)-2,3-dihydro-1H-2λ6-2,1-benzothiazin-4-one). The yield is 72.0%. As a reaction SMILES: [CH3:1][S:2]([NH:5][C:6]1[CH:15]=[CH:14][CH:13]=[CH:12][C:7]=1[C:8]([O:10]C)=O)(=[O:4])=[O:3].[CH3:16][Si:17]([CH3:24])([CH3:23])[CH2:18][CH2:19][O:20][CH2:21]Cl.[H-].[Na+]>CN(C)C=O>[O:4]=[S:2]1(=[O:3])[CH2:1][C:8](=[O:10])[C:7]2[CH:12]=[CH:13][CH:14]=[CH:15][C:6]=2[N:5]1[CH2:21][O:20][CH2:19][CH2:18][Si:17]([CH3:24])([CH3:23])[CH3:16] |f:2.3|. Reported procedure: In a dry round bottom flask under a blanket of nitrogen 60% sodium hydride in mineral oil (1.05 g, 26 mmol) was washed with hexanes and then suspended in N,N-dimethylformamide (50 mL). Mixture was cooled to 0° C. A solution of methyl 2-(methylsulfonamido)benzoate (5.0 g, 22 mmol) in 10 mL N,N-dimethylformamide was added to the mixture drop-wise. Reaction was held at 0° C. with stirring for 25 minutes. 2-(Trimethylsilyl)ethoxymethyl chloride was added to the mixture drop-wise. Reaction stirred fo... Reactants: FC(C(C(F)(F)F)(F)F)(C(F)(F)F)C1=CC=C(C=C1)N (4-(1,2,2,3,3,3-Hexafluoro-1-trifluoromethylpropyl)phenylamine), ClN1C(CCC1=O)=O (N-chloro-succinimide). Run in C(C)#N (acetonitrile). Yields the product ClC1=C(C=CC(=C1)C(C(C(F)(F)F)(F)F)(C(F)(F)F)F)N (2-chloro-4-(1,2,2,3,3,3-hexafluoro-1-trifluoromethylpropyl)phenylamine). As a reaction SMILES: [F:1][C:2]([C:14]1[CH:19]=[CH:18][C:17]([NH2:20])=[CH:16][CH:15]=1)([C:10]([F:13])([F:12])[F:11])[C:3]([F:9])([F:8])[C:4]([F:7])([F:6])[F:5].[Cl:21]N1C(=O)CCC1=O>C(#N)C>[Cl:21][C:16]1[CH:15]=[C:14]([C:2]([F:1])([C:10]([F:11])([F:12])[F:13])[C:3]([F:9])([F:8])[C:4]([F:7])([F:6])[F:5])[CH:19]=[CH:18][C:17]=1[NH2:20]. Procedure details: 4-(1,2,2,3,3,3-Hexafluoro-1-trifluoromethylpropyl)phenylamine (prepared as described in EP 1,006,102) (175.8 g, 565 mmol) was dissolved in acetonitrile (1000 ml) and N-chloro-succinimide (“NCS”) (76.2 g, 570.7 mmol) was added. The reaction mixture was heated to reflux for 90 minutes. The reaction mixture was concentrated, the residue suspended in diethyl ether and the solids removed via filtration. The filtrate was concentrated and the residue was purified by column chromatography on silica gel ... The reactants are ice water, ClC1=C(C=CC=C1)N1C(C(=C(C=C1C)O)C=O)=O (1-(2-chlorophenyl)-4-hydroxy-6-methyl-2-oxo-1,2-dihydropyridine-3-carbaldehyde), Cl.NO (hydroxylamine hydrochloride), C(C)(=O)[O-].[Na+] (sodium acetate). The solvent is CO.O (methanol water). Conditions: temperature 70 celsius. Yields the product ClC1=C(C=CC=C1)N1C(C(=C(C=C1C)O)C=NO)=O (1-(2-chlorophenyl)-4-hydroxy-3-((hydroxyimino)methyl)-6-methylpyridin-2(1H)-one). Yield: 92.9%. Reaction SMILES: [Cl:1][C:2]1[CH:7]=[CH:6][CH:5]=[CH:4][C:3]=1[N:8]1[C:13]([CH3:14])=[CH:12][C:11]([OH:15])=[C:10]([CH:16]=O)[C:9]1=[O:18].Cl.[NH2:20][OH:21].C([O-])(=O)C.[Na+]>CO.O>[Cl:1][C:2]1[CH:7]=[CH:6][CH:5]=[CH:4][C:3]=1[N:8]1[C:13]([CH3:14])=[CH:12][C:11]([OH:15])=[C:10]([CH:16]=[N:20][OH:21])[C:9]1=[O:18] |f:1.2,3.4,5.6|. Procedure: A mixture of 1-(2-chlorophenyl)-4-hydroxy-6-methyl-2-oxo-1,2-dihydropyridine-3-carbaldehyde obtained in Step B (3.95 g), hydroxylamine hydrochloride (2.08 g) and sodium acetate (2.46 g) in methanol/water (4:1, 75.0 mL) was heated at 70° C. for 2 hr, cooled to room temperature, and poured into ice water. The resulting solid was collected by filtration, washed with water, and dried under reduced pressure to give the title compound (3.88 g).